From a dataset of the Open Reaction Database (ORD), a public repository of structured organic reaction records. describe an organic reaction: reactants, conditions, products, and yield The reactants are intermediate 27, C(C1=CC=CC=C1)OC1=C(N=C2C(OCCN2C1=O)(C)C)C(=O)O (3-(benzyloxy)-9,9-dimethyl-4-oxo-4,6,7,9-tetrahydropyrimido-[2,1-c][1,4]oxazine-2-carboxylic acid), intermediate 131, NCC1=C(OCC(=O)N2CCOCC2)C=C(C=C1)F (2-(2-(aminomethyl)-5-fluorophenoxy)-1-morpholinoethanone). The product is FC1=CC(=C(CNC(=O)C=2N=C3C(OCCN3C(C2OCC2=CC=CC=C2)=O)(C)C)C=C1)OCC(=O)N1CCOCC1 (N-(4-Fluoro-2-(2-morpholino-2-oxoethoxy)benzyl)-3-(benzyloxy)-9,9-dimethyl-4-oxo-4,6,7,9-tetrahydropyrimido[2,1-c][1,4]oxazine-2-carboxamide). Procedure details: The title compound can be prepared from intermediate 27, 3-(benzyloxy)-9,9-dimethyl-4-oxo-4,6,7,9-tetrahydropyrimido-[2,1-c][1,4]oxazine-2-carboxylic acid and intermediate 131, 2-(2-(aminomethyl)-5-fluorophenoxy)-1-morpholinoethanone. 1H NMR (CDCl3, 500 MHz) δ ppm: 1.59 (6H, s, gem-Me), 3.38, 3.54 (4H, br, NCH2), 3.62 (4H, m, OCH2), 3.96 (2H, m, NCH2), 4.01 (2H, m, OCH2), 4.55 (2H, s, OCH2), 4.55 (2H, d, J=4.3 Hz, NCH2), 5.17 (2H, s, OCH2), 6.53 (1H, dd, J=10, 2.1 Hz, Ar—H), 6.63 (1H, dt, J=2.5,... Reaction SMILES: [CH2:1]([O:8][C:9]1[C:18](=[O:19])[N:17]2[C:12]([C:13]([CH3:21])([CH3:20])[O:14][CH2:15][CH2:16]2)=[N:11][C:10]=1[C:22]([OH:24])=O)[C:2]1[CH:7]=[CH:6][CH:5]=[CH:4][CH:3]=1.[NH2:25][CH2:26][C:27]1[CH:42]=[CH:41][C:40]([F:43])=[CH:39][C:28]=1[O:29][CH2:30][C:31]([N:33]1[CH2:38][CH2:37][O:36][CH2:35][CH2:34]1)=[O:32]>>[F:43][C:40]1[CH:41]=[CH:42][C:27]([CH2:26][NH:25][C:22]([C:10]2[N:11]=[C:12]3[N:17]([C:18](=[O:19])[C:9]=2[O:8][CH2:1][C:2]2[CH:7]=[CH:6][CH:5]=[CH:4][CH:3]=2)[CH2:16][CH2:15][O:14][C:13]3([CH3:21])[CH3:20])=[O:24])=[C:28]([O:29][CH2:30][C:31]([N:33]2[CH2:34][CH2:35][O:36][CH2:37][CH2:38]2)=[O:32])[CH:39]=1.